This data is from the Open Reaction Database (ORD), a public repository of structured organic reaction records. The task is: describe an organic reaction: reactants, conditions, products, and yield The reactants are CC1=CC(=NC(=C1)C1=CC=C(C=C1)NC(C)=O)C(=O)O (4-methyl-6-(4-acetylaminophenyl)-2-pyridinecarboxylic acid), C(=O)(N1C=NC=C1)N1C=NC=C1 (carbonyldiimidazole), NC1=NN=NN1 (5-aminotetrazole). Yields the product N1N=NN=C1NC(=O)C1=NC(=CC(=C1)C)C1=CC=C(C=C1)NC(C)=O (N-(5-tetrazolyl)-4-methyl-6-(4-acetylaminophenyl)-2-pyridinecarboxamide). Yield: 72.1%. RXN SMILES: [CH3:1][C:2]1[CH:7]=[C:6]([C:8]2[CH:13]=[CH:12][C:11]([NH:14][C:15](=[O:17])[CH3:16])=[CH:10][CH:9]=2)[N:5]=[C:4]([C:18]([OH:20])=O)[CH:3]=1.C(N1C=CN=C1)(N1C=CN=C1)=O.[NH2:33][C:34]1[NH:38][N:37]=[N:36][N:35]=1>>[NH:35]1[C:34]([NH:33][C:18]([C:4]2[CH:3]=[C:2]([CH3:1])[CH:7]=[C:6]([C:8]3[CH:9]=[CH:10][C:11]([NH:14][C:15](=[O:17])[CH3:16])=[CH:12][CH:13]=3)[N:5]=2)=[O:20])=[N:38][N:37]=[N:36]1. Procedure: In the same manner as described in Example 1-(1), 4-methyl-6-(4-acetylaminophenyl)-2-pyridinecarboxylic acid (1.0 g), carbonyldiimidazole (0.72 g) and 5-aminotetrazole (0.38 g) are reacted to give N-(5-tetrazolyl)-4-methyl-6-(4-acetylaminophenyl)-2-pyridinecarboxamide (0.9 g). M.P. 309°-310° C. (decomp.) (wetted at about 290° C.) (recrystallized from dimethylformamide-ethanol) Reactants: Cl (hydrochloric acid), C(C)OC(C(C)(C)OCC=C)=O (2-allyloxy-2-methyl-propionic acid ethyl ester), [Cl-].[NH4+] (ammonium chloride), [BH4-].[Li+] (Lithium borohydride). Yields the product C(C=C)OC(CO)(C)C (2-allyloxy-2-methyl-propan-1-ol). Procedure: A solution of 2-allyloxy-2-methyl-propionic acid ethyl ester (1.72 g, 10 mmol) in anhydrous tetrahydrofuran (40 mL) was stirred at room temperature under nitrogen. Lithium borohydride (44 mg, 20 mmol) was added portion-wise and the reaction mixture was stirred at room temperature for 20 h. The reaction mixture was cooled to 0° C. and saturated ammonium chloride solution was cautiously added followed by hydrochloric acid (2 M) to acidify the reaction mixture to pH 2. The mixture was extracted wit... Run at time 20 hour. Reaction SMILES: C([O:3][C:4](=O)[C:5]([O:8][CH2:9][CH:10]=[CH2:11])([CH3:7])[CH3:6])C.[BH4-].[Li+].[Cl-].[NH4+].Cl>O1CCCC1>[CH2:9]([O:8][C:5]([CH3:7])([CH3:6])[CH2:4][OH:3])[CH:10]=[CH2:11] |f:1.2,3.4|. Run in O1CCCC1 (tetrahydrofuran). Yield: 100.0%. The reactants are FC(C=1C=C(CN(C(=O)C2=NC(=NC=C2C2=C(C=CC=C2)Cl)COS(=O)(=O)C)C)C=C(C1)C(F)(F)F)(F)F (methanesulfonic acid 4-[(3,5-bis-trifluoromethyl-benzyl)-methyl-carbamoyl]-5-(2-chloro-phenyl)-pyrimidin-2-ylmethyl ester), C(Cl)Cl (CH2Cl2), solution, CNC (dimethylamine). Solvent: O (H2O). Reaction conditions: time 16 hour. The product is FC(C=1C=C(CN(C(=O)C2=NC(=NC=C2C2=C(C=CC=C2)Cl)CN(C)C)C)C=C(C1)C(F)(F)F)(F)F (5-(2-chloro-phenyl)-2-dimethylaminomethyl-pyrimidine-4-carboxylic acid (3,5-bis-trifluoromethyl-benzyl)-methyl-amide). Isolated yield 70.0%. Reaction SMILES: [F:1][C:2]([F:38])([F:37])[C:3]1[CH:4]=[C:5]([CH:30]=[C:31]([C:33]([F:36])([F:35])[F:34])[CH:32]=1)[CH2:6][N:7]([CH3:29])[C:8]([C:10]1[C:15]([C:16]2[CH:21]=[CH:20][CH:19]=[CH:18][C:17]=2[Cl:22])=[CH:14][N:13]=[C:12]([CH2:23]OS(C)(=O)=O)[N:11]=1)=[O:9].C(Cl)Cl.[CH3:42][NH:43][CH3:44]>O>[F:34][C:33]([F:35])([F:36])[C:31]1[CH:30]=[C:5]([CH:4]=[C:3]([C:2]([F:1])([F:37])[F:38])[CH:32]=1)[CH2:6][N:7]([CH3:29])[C:8]([C:10]1[C:15]([C:16]2[CH:21]=[CH:20][CH:19]=[CH:18][C:17]=2[Cl:22])=[CH:14][N:13]=[C:12]([CH2:23][N:43]([CH3:44])[CH3:42])[N:11]=1)=[O:9]. Procedure: To a solution of 0.62 g (1.07 mmol) methanesulfonic acid 4-[(3,5-bis-trifluoromethyl-benzyl)-methyl-carbamoyl]-5-(2-chloro-phenyl)-pyrimidin-2-ylmethyl ester in 10 ml CH2Cl2 1.53 ml (8.52 mmol) of a 5.6 M solution of dimethylamine were added. The reaction mixture was stirred for 16 hrs. at RT and than poured into H2O and extracted three times with 50 ml CH2Cl2. The combined organic layers were dried (MgSO4), filtered and evaporated. The residue was purified by chromatography (SiO2, CH2Cl2/MeOH/N... The reactants are C(Cl)Cl.CCO (CH2Cl2 EtOH), C1(=CC=CC=C1)B(O)O (phenylboronic acid), [N+](=O)(O)[O-] (HNO3). Solvent: C(C)(=O)OC(C)=O (acetic acid anhydride). Product: [N+](=O)([O-])C1=C(C=CC=C1)B(O)O (2-Nitrophenylboronic acid). The yield is 35.1%. RXN SMILES: [C:1]1([B:7]([OH:9])[OH:8])[CH:6]=[CH:5][CH:4]=[CH:3][CH:2]=1.[N+:10]([O-])([OH:12])=[O:11].C(Cl)Cl.CCO>C(OC(=O)C)(=O)C>[N+:10]([C:2]1[CH:3]=[CH:4][CH:5]=[CH:6][C:1]=1[B:7]([OH:9])[OH:8])([O-:12])=[O:11] |f:2.3|. Reported procedure: A solution of phenylboronic acid (10 g; 82 mmol) in acetic acid anhydride (100 ml) at −15° C. was added fuming HNO3 (5 ml; 120 mmol) over 30 min such that reaction temperature was kept below −10° C. The reaction mixture was allowed to warm up to rt. and left with stirring over night. The reaction mixture was poured onto ice and concentrated to 50 ml. The remanense was then re-evaporated 5 times from additional H2O (100 ml) and finally filtered to give 7.1 g crude product as a mixture of isomers....